Dataset: the Open Reaction Database (ORD), a public repository of structured organic reaction records. Task: describe an organic reaction: reactants, conditions, products, and yield Reactants: N1CCC2(CC1)CSC1=C(O2)C2=CC=CC=C2C(C1=O)=O (spiro[naphtho[1,2-b][1,4]oxathiine-2,4′-piperidine]-5,6-dione), BrC=1C=C2C=CC(=CC2=CC1)OC[C@H]1OC1 ((2S)-2-{[(6-bromo-2-naphthyl)oxy]methyl}oxirane). RXN SMILES: [NH:1]1[CH2:6][CH2:5][C:4]2([O:11][C:10]3[C:12]4[C:17]([C:18](=[O:21])[C:19](=[O:20])[C:9]=3[S:8][CH2:7]2)=[CH:16][CH:15]=[CH:14][CH:13]=4)[CH2:3][CH2:2]1.[Br:22][C:23]1[CH:24]=[C:25]2[C:30](=[CH:31][CH:32]=1)[CH:29]=[C:28]([O:33][CH2:34][C@@H:35]1[CH2:37][O:36]1)[CH:27]=[CH:26]2>>[Br:22][C:23]1[CH:24]=[C:25]2[C:30](=[CH:31][CH:32]=1)[CH:29]=[C:28]([O:33][CH2:34][C@@H:35]([OH:36])[CH2:37][N:1]1[CH2:2][CH2:3][C:4]3([O:11][C:10]4[C:12]5[C:17]([C:18](=[O:21])[C:19](=[O:20])[C:9]=4[S:8][CH2:7]3)=[CH:16][CH:15]=[CH:14][CH:13]=5)[CH2:5][CH2:6]1)[CH:27]=[CH:26]2. The product is BrC=1C=C2C=CC(=CC2=CC1)OC[C@H](CN1CCC2(CC1)CSC1=C(O2)C2=CC=CC=C2C(C1=O)=O)O (1′-{(2S)-3-[(6-bromo-2-naphthyl)oxy]-2-hydroxypropyl}spiro[naphtho[1,2-b][1,4]oxathiine-2,4′-piperidine]-5,6-dione). Reported procedure: Compound 216 was synthesized using spiro[naphtho[1,2-b][1,4]oxathiine-2,4′-piperidine]-5,6-dione, (2S)-2-{[(6-bromo-2-naphthyl)oxy]methyl}oxirane and conditions outlined in procedure Y. M.p.=183-184° C.; 400 MHz 1H NMR (CDCl3) δ: 8.06 (dd, J=7.7, 0.7 Hz, 1H), 7.92 (d, J=1.2 Hz, 1H), 7.77 (d, J=8.4 Hz, 1H), 7.69-7.64 (m, 2H), 7.60 (d J=8.8 Hz, 1H), 7.52-7.47 (m, 2H), 7.20 (dd, J=9.2, 2.6 Hz, 1H), 7.12 (d, J=2.6 Hz, 1H), 4.25-4.18 (m, 1H), 4.12 (d, J=4.8 Hz, 2H), 3.04-2.92 (m, 1H), 2.96 (s, 2H), 2... Run in O1CCCC1 (tetrahydrofuran). The product is CC(O)C=1N=C(NC1)C1=CC=CC=C1 (α-Methyl-2-phenyl-4-imidazolemethanol). RXN SMILES: [CH3:1][Mg]Br.[C:4]1([C:10]2[NH:11][CH:12]=[C:13]([CH:15]=[O:16])[N:14]=2)[CH:9]=[CH:8][CH:7]=[CH:6][CH:5]=1>O1CCCC1>[CH3:1][CH:15]([C:13]1[N:14]=[C:10]([C:4]2[CH:5]=[CH:6][CH:7]=[CH:8][CH:9]=2)[NH:11][CH:12]=1)[OH:16]. Starting materials: C[Mg]Br (Methyl magnesium bromide), C1(=CC=CC=C1)C=1NC=C(N1)C=O (2-phenyl-4-imidazolecarboxaldehyde), alcohol. Conditions: temperature 25 celsius, time 2 hour. Procedure details: Methyl magnesium bromide (15.3 ml., 2.5 molar in ether) is added dropwise to a solution of 2-phenyl-4-imidazolecarboxaldehyde (3.0 gm. 0.017 mole) in dry tetrahydrofuran (45 ml.; dried over a molecular sieve) while the temperature of the reaction mixture is maintained with cooling at 25° C. The mixture is stirred for 2 hours, and then decomposed by adding a large volume of water dropwise. The mixture is extracted with ether (3×75 ml.), the ethereal extract is partially evaporated to yield a whit... The reactants are C(C)OC=C(C(=O)OCC)C(C1=C(C(=C(C(=C1)F)F)Br)F)=O (ethyl 3-ethoxy-2-(3-bromo-2,4,5-trifluorobenzoyl)acrylate), BrC=1C(=C(C(=O)CC(=O)OCC)C=C(C1F)F)F (ethyl 3-bromo-2,4,5-trifluorobenzoylacetate), C([O-])([O-])=O.[K+].[K+] (potassium carbonate), NC1=NC(=C(C=C1F)F)NC(C)(C)C (2-amino-6-(t-butylamino)-3,5-difluoropyridine), NC(C(=O)[O-])=C (aminoacrylate). Run in C(Cl)(Cl)Cl (chloroform), CN(C=O)C (N,N-dimethylformamide). Run at temperature 90 celsius, time 15 minute. Product: BrC=1C(=C(C=C2C(C(=CN(C12)C1=NC(=C(C=C1F)F)NC(C)(C)C)C(=O)OCC)=O)F)F (ethyl 8-bromo-1-[6-(t-butylamino)-3,5-difluoropyridin-2-yl]-6,7-difluoro-4-oxo-1,4-dihydroquinoline-3-carboxylate). As a reaction SMILES: C(O[CH:4]=[C:5]([C:11](=[O:22])[C:12]1[CH:17]=[C:16]([F:18])[C:15]([F:19])=[C:14]([Br:20])[C:13]=1F)[C:6]([O:8][CH2:9][CH3:10])=[O:7])C.BrC1C(F)=C(C=C(F)C=1F)C(CC(OCC)=O)=O.[NH2:41][C:42]1[C:47]([F:48])=[CH:46][C:45]([F:49])=[C:44]([NH:50][C:51]([CH3:54])([CH3:53])[CH3:52])[N:43]=1.NC(=C)C([O-])=O.C(=O)([O-])[O-].[K+].[K+]>CN(C)C=O.C(Cl)(Cl)Cl>[Br:20][C:14]1[C:15]([F:19])=[C:16]([F:18])[CH:17]=[C:12]2[C:13]=1[N:41]([C:42]1[C:47]([F:48])=[CH:46][C:45]([F:49])=[C:44]([NH:50][C:51]([CH3:54])([CH3:53])[CH3:52])[N:43]=1)[CH:4]=[C:5]([C:6]([O:8][CH2:9][CH3:10])=[O:7])[C:11]2=[O:22] |f:4.5.6|. Procedure: To 5 ml of chloroform solution of ethyl 3-ethoxy-2-(3-bromo-2,4,5-trifluorobenzoyl)acrylate prepared from 1.32 g of ethyl 3-bromo-2,4,5-trifluorobenzoylacetate by normal process was added 2-amino-6-(t-butylamino)-3,5-difluoropyridine until completion of the conversion into the aminoacrylate form was confirmed by monitoring the reaction by TLC. The solution was concentrated under reduced pressure to obtain yellow solid residue. To this residue were added 1.2 g of anhydrous potassium carbonate and...